This data is from the Open Reaction Database (ORD), a public repository of structured organic reaction records. The task is: describe an organic reaction: reactants, conditions, products, and yield Starting materials: OC1=C(C=C(C=C1)CCC(=O)OCC)C1=C(C=CC(=C1)CCC(=O)OCC)O (2,2'-dihydroxy-5,5'-bis (2-ethoxycarbonylethyl) biphenyl), C(CCCCC)Br (hexyl bromide), C([O-])([O-])=O.[K+].[K+] (potassium carbonate). Reagents/catalysts: [Cu] (copper). Solvent: CN(C)C=O (DMF). The product is C(CCCCC)OC1=C(C=C(C=C1)CCC(=O)OCC)C1=C(C=CC(=C1)CCC(=O)OCC)O (2-hexyloxy-2'-hydroxy-5,5'-bis (2ethoxycarbonylethyl) biphenyl). The yield is 79.9%. As a reaction SMILES: [OH:1][C:2]1[CH:7]=[CH:6][C:5]([CH2:8][CH2:9][C:10]([O:12][CH2:13][CH3:14])=[O:11])=[CH:4][C:3]=1[C:15]1[CH:20]=[C:19]([CH2:21][CH2:22][C:23]([O:25][CH2:26][CH3:27])=[O:24])[CH:18]=[CH:17][C:16]=1[OH:28].[CH2:29](Br)[CH2:30][CH2:31][CH2:32][CH2:33][CH3:34].C(=O)([O-])[O-].[K+].[K+]>[Cu].CN(C=O)C>[CH2:29]([O:1][C:2]1[CH:7]=[CH:6][C:5]([CH2:8][CH2:9][C:10]([O:12][CH2:13][CH3:14])=[O:11])=[CH:4][C:3]=1[C:15]1[CH:20]=[C:19]([CH2:21][CH2:22][C:23]([O:25][CH2:26][CH3:27])=[O:24])[CH:18]=[CH:17][C:16]=1[OH:28])[CH2:30][CH2:31][CH2:32][CH2:33][CH3:34] |f:2.3.4|. Reported procedure: To 4 ml of a DMF solution containing 97 mg (0.2513 mmol) of 2,2'-dihydroxy-5,5'-bis (2-ethoxycarbonylethyl) biphenyl and 363.7 μl (2.513 mmol) of hexyl bromide, there were added 41.6 mg (0.3109 mmol) of anhydrous potassium carbonate and a small amount of copper powder and the resulting mixture was agitated overnight at room temperature. The reaction mixture was filtered by suction through Celite to remove the solid matter and the filtrate was washed with ethyl acetate. After the solvent in the f... Reactants: C(C1=CC=CC=C1)OC=1C=C(C=CC1)C(=O)CC1=CC=CC=C1 (benzyl 3-benzyloxyphenyl ketone), CC(C)([O-])C.[K+] (potassium tert-butoxide), BrCC(=O)OC (methyl bromoacetate). Run in O1CCCC1 (tetrahydrofuran), O1CCCC1 (tetrahydrofuran). Run at temperature -40 celsius, time 1 hour. Product: C(C1=CC=CC=C1)OC=1C=C(C=CC1)C(C(CC(=O)OC)C1=CC=CC=C1)=O (methyl (RS)-4-(3-benzyloxyphenyl)-4-oxo-3-phenylbutanoate). The yield is 55.0%. RXN SMILES: [CH2:1]([O:8][C:9]1[CH:10]=[C:11]([C:15]([CH2:17][C:18]2[CH:23]=[CH:22][CH:21]=[CH:20][CH:19]=2)=[O:16])[CH:12]=[CH:13][CH:14]=1)[C:2]1[CH:7]=[CH:6][CH:5]=[CH:4][CH:3]=1.CC(C)([O-])C.[K+].Br[CH2:31][C:32]([O:34][CH3:35])=[O:33]>O1CCCC1>[CH2:1]([O:8][C:9]1[CH:10]=[C:11]([C:15](=[O:16])[CH:17]([C:18]2[CH:23]=[CH:22][CH:21]=[CH:20][CH:19]=2)[CH2:31][C:32]([O:34][CH3:35])=[O:33])[CH:12]=[CH:13][CH:14]=1)[C:2]1[CH:3]=[CH:4][CH:5]=[CH:6][CH:7]=1 |f:1.2|. Reported procedure: A stirred solution of benzyl 3-benzyloxyphenyl ketone (3.02 g) in dry tetrahydrofuran (70 mL) at −40° C. is treated with potassium tert-butoxide (1.12 g), portionwise during 10 minutes. The reaction is stirred at −40° C. for 1 hour and is then treated dropwise with a solution of methyl bromoacetate (1.04 g) in tetrahydrofuran (10 mL). The mixture is allowed to stir at ambient temperature for 18 hours. After this time, the reaction is concentrated to dryness and partitioned between ethyl acetate ... Procedure details: According to the procedure described in Example 7, reaction of 4-(3-chloropropylthio)-3-methyl-2-[(2-pyridinylthio)methyl]pyridine dihydrochloride with 1,2,3,4-tetrahydroisoquinoline and potassium carbonate gives the title compound; m.p. hygroscopic; dec. from 58° C.; yield 46% of theory. Reactants: Cl.Cl.ClCCCSC1=C(C(=NC=C1)CSC1=NC=CC=C1)C (4-(3-chloropropylthio)-3-methyl-2-[(2-pyridinylthio)methyl]pyridine dihydrochloride), C1NCCC2=CC=CC=C12 (1,2,3,4-tetrahydroisoquinoline), C([O-])([O-])=O.[K+].[K+] (potassium carbonate). RXN SMILES: Cl.Cl.Cl[CH2:4][CH2:5][CH2:6][S:7][C:8]1[CH:13]=[CH:12][N:11]=[C:10]([CH2:14][S:15][C:16]2[CH:21]=[CH:20][CH:19]=[CH:18][N:17]=2)[C:9]=1[CH3:22].[CH2:23]1[C:32]2[C:27](=[CH:28][CH:29]=[CH:30][CH:31]=2)[CH2:26][CH2:25][NH:24]1.C(=O)([O-])[O-].[K+].[K+]>>[CH3:22][C:9]1[C:10]([CH2:14][S:15][C:16]2[CH:21]=[CH:20][CH:19]=[CH:18][N:17]=2)=[N:11][CH:12]=[CH:13][C:8]=1[S:7][CH2:6][CH2:5][CH2:4][N:24]1[CH2:25][CH2:26][C:27]2[C:32](=[CH:31][CH:30]=[CH:29][CH:28]=2)[CH2:23]1 |f:0.1.2,4.5.6|. The yield is 46.0%. Product: CC=1C(=NC=CC1SCCCN1CC2=CC=CC=C2CC1)CSC1=NC=CC=C1 (3-Methyl-4-[3-(1,2,3.4-tetrahydroisoquinolin-2-yl)propylthio]-2-[(2-pyridinylthio)methyl]pyridine). The product is Cn1ncc([N+](=O)[O-])c1OC1CCOC1. As a reaction SMILES: [Cl:1][c:2]1[c:3]([N+:8](=[O:9])[O-:10])[cH:4][n:5][n:6]1[CH3:7].[OH:11][CH:12]1[CH2:13][O:14][CH2:15][CH2:16]1>>[c:2]1([O:11][CH:12]2[CH2:13][O:14][CH2:15][CH2:16]2)[c:3]([N+:8](=[O:9])[O-:10])[cH:4][n:5][n:6]1[CH3:7]. Starting materials: Cn1ncc([N+](=O)[O-])c1Cl, OC1CCOC1. Reactants: hydrochloride salt, ClC=1C(=C(C=CC1)NC1=NC=NC2=CC(=C(C=C12)CN(C1(CNC1)C(=O)NC)C)OC)F (3-[({4-[(3-chloro-2-fluorophenyl)amino]-7-methoxyquinazolin-6-yl}methyl)(methyl)amino]-N-methylazetidine-3-carboxamide), CC(=O)C (acetone), C(C)(C)N(CC)C(C)C (diisopropylethylamine), C(C)(=O)O[BH-](OC(C)=O)OC(C)=O.[Na+] (sodium triacetoxyborohydride). Solvent: C(C)(=O)O (acetic acid), ClCCCl (1,2-dichloroethane). Reaction conditions: time 2 hour. The product is ClC=1C(=C(C=CC1)NC1=NC=NC2=CC(=C(C=C12)CN(C1(CN(C1)C(C)C)C(=O)NC)C)OC)F (3-[({4-[(3-chloro-2-fluorophenyl)amino]-7-methoxyquinazolin-6-yl}methyl)(methyl)amino]-1-isopropyl-N-methylazetidine-3-carboxamide). The yield is 47.2%. RXN SMILES: [Cl:1][C:2]1[C:3]([F:32])=[C:4]([NH:8][C:9]2[C:18]3[C:13](=[CH:14][C:15]([O:30][CH3:31])=[C:16]([CH2:19][N:20]([CH3:29])[C:21]4([C:25]([NH:27][CH3:28])=[O:26])[CH2:24][NH:23][CH2:22]4)[CH:17]=3)[N:12]=[CH:11][N:10]=2)[CH:5]=[CH:6][CH:7]=1.[CH3:33][C:34]([CH3:36])=O.C(N(C(C)C)CC)(C)C.C(O[BH-](OC(=O)C)OC(=O)C)(=O)C.[Na+]>C(O)(=O)C.ClCCCl>[Cl:1][C:2]1[C:3]([F:32])=[C:4]([NH:8][C:9]2[C:18]3[C:13](=[CH:14][C:15]([O:30][CH3:31])=[C:16]([CH2:19][N:20]([CH3:29])[C:21]4([C:25]([NH:27][CH3:28])=[O:26])[CH2:24][N:23]([CH:34]([CH3:36])[CH3:33])[CH2:22]4)[CH:17]=3)[N:12]=[CH:11][N:10]=2)[CH:5]=[CH:6][CH:7]=1 |f:3.4|. Procedure details: The hydrochloride salt of 3-[({4-[(3-chloro-2-fluorophenyl)amino]-7-methoxyquinazolin-6-yl}methyl)(methyl)amino]-N-methylazetidine-3-carboxamide (110 mg, 0.22 mmol Example 99), acetone (23 μl, 0.31 mmol) and diisopropylethylamine (78 μl, 0.45 mmol) were stirred at room temperature in 5% acetic acid in 1,2-dichloroethane (2 ml) with 3 Å molecular sieves, and sodium triacetoxyborohydride (95 mg, 0.45 mmol) was added portionwise over 0.5 hours. After 2 hours, the reaction mixture was concentrated u... The reactants are [BH4-], CS(C)=O, CC(=O)O, [Na+], C1CCOC1, O, O=[N+]([O-])C=Cc1ccc(CCc2ccccn2)cc1. The product is O=[N+]([O-])CCc1ccc(CCc2ccccn2)cc1. As a reaction SMILES: [BH4-:33].[CH3:1][S:2]([CH3:3])=[O:4].[CH3:29][C:30](=[O:31])[OH:32].[Na+:34].[O:5]1[CH2:6][CH2:7][CH2:8][CH2:9]1.[OH2:35].[n:10]1[c:11]([CH2:16][CH2:17][c:18]2[cH:19][cH:20][c:21]([CH:24]=[CH:25][N+:26](=[O:27])[O-:28])[cH:22][cH:23]2)[cH:12][cH:13][cH:14][cH:15]1>>[n:10]1[c:11]([CH2:16][CH2:17][c:18]2[cH:19][cH:20][c:21]([CH2:24][CH2:25][N+:26](=[O:27])[O-:28])[cH:22][cH:23]2)[cH:12][cH:13][cH:14][cH:15]1. The reactants are esters, FC=1C=C(CN2[C@H](CCCC2)C(=O)NC2(CC2)C2=CC=C(C(=O)OC)C=C2)C=CC1 ((R)-methyl 4-(1-(1-(3-fluorobenzyl)piperidine-2-carboxamido)cyclopropyl)benzoate), O[Li].O (LiOH H2O). Yields the product FC=1C=C(CN2[C@H](CCCC2)C(=O)NC2(CC2)C2=CC=C(C(=O)[O-])C=C2)C=CC1.[Li+] (lithium (R)-4-(1-(1-(3-fluorobenzyl)piperidine-2-carboxamido)cyclopropyl)benzoate). Reaction SMILES: [F:1][C:2]1[CH:3]=[C:4]([CH:28]=[CH:29][CH:30]=1)[CH2:5][N:6]1[CH2:11][CH2:10][CH2:9][CH2:8][C@@H:7]1[C:12]([NH:14][C:15]1([C:18]2[CH:27]=[CH:26][C:21]([C:22]([O:24]C)=[O:23])=[CH:20][CH:19]=2)[CH2:17][CH2:16]1)=[O:13].O[Li:32].O>>[F:1][C:2]1[CH:3]=[C:4]([CH:28]=[CH:29][CH:30]=1)[CH2:5][N:6]1[CH2:11][CH2:10][CH2:9][CH2:8][C@@H:7]1[C:12]([NH:14][C:15]1([C:18]2[CH:19]=[CH:20][C:21]([C:22]([O-:24])=[O:23])=[CH:26][CH:27]=2)[CH2:16][CH2:17]1)=[O:13].[Li+:32] |f:1.2,3.4|. Reported procedure: The title compound (E11) (61 mg) was prepared according to the general procedure for esters hydrolysis starting from (R)-methyl 4-(1-(1-(3-fluorobenzyl)piperidine-2-carboxamido)cyclopropyl)benzoate (D28) (62 mg). (LiOH H2O: 3 eq; reaction time: 3 hrs) Reactants: [OH-].[Na+] (NaOH), COC(\C=C\C=C(\C1=CC=C(C=C1)OC)/C1CC1)=O ((E,E)-5-cyclopropyl-5-(4-methoxyphenyl)-2,4-pentadienoic acid methyl ester). Run in CO (methanol). Yields the product C1(CC1)\C(=C/C=C/C(=O)O)\C1=CC=C(C=C1)OC ((E,E)-5-cyclopropyl-5-(4-methoxyphenyl)-2,4-pentadienoic acid). The yield is 87.1%. RXN SMILES: C[O:2][C:3](=[O:19])/[CH:4]=[CH:5]/[CH:6]=[C:7](\[CH:16]1[CH2:18][CH2:17]1)/[C:8]1[CH:13]=[CH:12][C:11]([O:14][CH3:15])=[CH:10][CH:9]=1.[OH-].[Na+]>CO>[CH:16]1(/[C:7](/[C:8]2[CH:13]=[CH:12][C:11]([O:14][CH3:15])=[CH:10][CH:9]=2)=[CH:6]\[CH:5]=[CH:4]\[C:3]([OH:19])=[O:2])[CH2:18][CH2:17]1 |f:1.2|. Procedure: As described in Example 99, (E,E)-5-cyclopropyl-5-(4-methoxyphenyl)-2,4-pentadienoic acid methyl ester (6.8 g) was saponified in a refluxing mixture of methanol (30 mL) and 2N NaOH (30 mL). After 2.5 hours the cooled reaction was worked up in the usual manner, and the crude acid was crystallized from 2-propanol-hexane to give 5.6 g of (E,E)-5-cyclopropyl-5-(4-methoxyphenyl)-2,4-pentadienoic acid, mp 158°-160° C. The reactants are FC1=C(C=C(C=C1)C=1C=C(C(NN1)=O)C(=O)OC)C (6-(4-fluoro-3-methylphenyl)-4-methoxycarbonyl-2H-pyridazin-3-one), FC=1C=C(CCl)C=CC1F (3,4-difluorobenzyl chloride). Yields the product C(=O)(O)C=1C(N(N=C(C1)C1=CC(=C(C=C1)F)C)CC1=CC(=C(C=C1)F)F)=O (4-carboxy-2-(3,4-difluorobenzyl)-6-(4-fluoro-3-methylphenyl)-2H-pyridazin-3-one). The yield is 66.7%. As a reaction SMILES: [F:1][C:2]1[CH:7]=[CH:6][C:5]([C:8]2[CH:9]=[C:10]([C:15]([O:17]C)=[O:16])[C:11](=[O:14])[NH:12][N:13]=2)=[CH:4][C:3]=1[CH3:19].[F:20][C:21]1[CH:22]=[C:23]([CH:26]=[CH:27][C:28]=1[F:29])[CH2:24]Cl>>[C:15]([C:10]1[C:11](=[O:14])[N:12]([CH2:24][C:23]2[CH:26]=[CH:27][C:28]([F:29])=[C:21]([F:20])[CH:22]=2)[N:13]=[C:8]([C:5]2[CH:6]=[CH:7][C:2]([F:1])=[C:3]([CH3:19])[CH:4]=2)[CH:9]=1)([OH:17])=[O:16]. Procedure details: Following the procedure of Example 1(6), 6-(4-fluoro-3-methylphenyl)-4-methoxycarbonyl-2H-pyridazin-3-one and 3,4-difluorobenzyl chloride were reacted. Without purification, the reaction product was reacted further following the procedure of Example 1(7) to yield the title compound as a pale yellow solid (yield: 66.7%).